This data is from the Open Reaction Database (ORD), a public repository of structured organic reaction records. The task is: describe an organic reaction: reactants, conditions, products, and yield Reactants: CCCOCc1nc2nccnc2c(=O)[nH]1, O=c1[nH]c(COCc2ccccc2)nc2nccnc12, CCOCc1nc2nc(O)cnc2c(=O)[nH]1, COCc1nc2nccnc2c(=O)[nH]1, O=c1[nH]c(COc2ccccc2)nc2nccnc12, O=c1[nH]cnc2nccnc12. The product is CCOCc1nc2nccnc2c(=O)[nH]1. Reaction SMILES: [CH2:26]([CH2:27][CH3:28])[O:29][CH2:30][c:31]1[n:32][c:33]2[n:34][cH:35][cH:36][n:37][c:38]2[c:39](=[O:41])[nH:40]1.[CH2:61]([O:62][CH2:63][c:64]1[nH:65][c:66](=[O:67])[c:68]2[c:69]([n:70][cH:71][cH:72][n:73]2)[n:74]1)[c:75]1[cH:76][cH:77][cH:78][cH:79][cH:80]1.[CH2:81]([O:82][CH2:83][c:84]1[nH:85][c:86](=[O:87])[c:88]2[c:89]([n:90][c:91]([OH:92])[cH:93][n:94]2)[n:95]1)[CH3:96].[CH3:12][O:13][CH2:14][c:15]1[nH:16][c:17](=[O:18])[c:19]2[c:20]([n:21][cH:22][cH:23][n:24]2)[n:25]1.[O:42]([CH2:43][c:44]1[nH:45][c:46](=[O:47])[c:48]2[c:49]([n:50][cH:51][cH:52][n:53]2)[n:54]1)[c:55]1[cH:56][cH:57][cH:58][cH:59][cH:60]1.[n:1]1[c:2]2[c:3]([n:4][cH:5][cH:6][n:7]2)[c:8](=[O:9])[nH:10][cH:11]1>>[CH2:26]([CH3:27])[O:29][CH2:30][c:31]1[n:32][c:33]2[n:34][cH:35][cH:36][n:37][c:38]2[c:39](=[O:41])[nH:40]1. Reactants: FC1=C(C=CC=C1F)CC=O (2-(2,3-Difluoro-phenyl)-acetaldehyde), C1(=CC=CC=C1)C=1C=C(NN1)NC([C@H](CCC)N)=O ((S)-2-Amino-pentanoic acid (5-phenyl-2H-pyrazol-3-yl)-amide), C(C)(=O)O[BH-](OC(C)=O)OC(C)=O.[Na+] (Sodium triacetoxyborohydride). The reagents and catalysts are C(C)(=O)O (acetic acid). Run in ClCCl (dichloromethane). Reaction conditions: time 16 hour. Yields the product C1(=CC=CC=C1)C=1C=C(NN1)NC([C@H](CCC)NCCC1=C(C(=CC=C1)F)F)=O (2-(S)-[2-(2,3-Difluoro-phenyl)-ethylamino]-pentanoic acid (5-phenyl-2H-pyrazol-3-yl)-amide). As a reaction SMILES: [F:1][C:2]1[C:7]([F:8])=[CH:6][CH:5]=[CH:4][C:3]=1[CH2:9][CH:10]=O.[C:12]1([C:18]2[CH:19]=[C:20]([NH:23][C:24](=[O:30])[C@@H:25]([NH2:29])[CH2:26][CH2:27][CH3:28])[NH:21][N:22]=2)[CH:17]=[CH:16][CH:15]=[CH:14][CH:13]=1.C(O[BH-](OC(=O)C)OC(=O)C)(=O)C.[Na+]>ClCCl.C(O)(=O)C>[C:12]1([C:18]2[CH:19]=[C:20]([NH:23][C:24](=[O:30])[C@@H:25]([NH:29][CH2:10][CH2:9][C:3]3[CH:4]=[CH:5][CH:6]=[C:7]([F:8])[C:2]=3[F:1])[CH2:26][CH2:27][CH3:28])[NH:21][N:22]=2)[CH:13]=[CH:14][CH:15]=[CH:16][CH:17]=1 |f:2.3|. Procedure: 3-amino-5-phenyl pyrazole (31.2 mmol) was combined with (S)-2-tert-butoxycarbonylamino-pentanoic acid (37.5 mmol) and dissolved in 50 mL of anhydrous dichloromethane. Triethylamine (93.6 mmol) was added, followed by TBTU (37.5 mmol) and the reaction mixture was stirred at rt for 2 h. The solution was then diluted with 50 mL of fresh dichloromethane and extracted with 50 mL portions of aqueous saturated bicarbonate solution, water and then brine. The organics were dried over Na2SO4, filtered and ... Reported procedure: A solution of tert-butyl 4-((5-(2-(3,4-dichlorophenyl)propan-2-yl)-1-(4-fluoro-3-methoxyphenyl)-1H-imidazol-2-ylthio)methyl)-3,5-difluorobenzoate (540 mg, 0.85 mmol) in DCM (2 mL) was treated with TFA (2.0 mL) at ambient temperature. After 40 min, the reaction mixture was concentrated under reduced pressure to afford a colorless oil. This oil was taken up in DCM and toluene and again concentrated under reduced pressure to remove any residual TFA and to provide the title compound. MS (EI) m/z 581... Reaction SMILES: [Cl:1][C:2]1[CH:3]=[C:4]([C:9]([C:12]2[N:16]([C:17]3[CH:22]=[CH:21][C:20]([F:23])=[C:19]([O:24][CH3:25])[CH:18]=3)[C:15]([S:26][CH2:27][C:28]3[C:40]([F:41])=[CH:39][C:31]([C:32]([O:34]C(C)(C)C)=[O:33])=[CH:30][C:29]=3[F:42])=[N:14][CH:13]=2)([CH3:11])[CH3:10])[CH:5]=[CH:6][C:7]=1[Cl:8].C(O)(C(F)(F)F)=O>C(Cl)Cl>[Cl:1][C:2]1[CH:3]=[C:4]([C:9]([C:12]2[N:16]([C:17]3[CH:22]=[CH:21][C:20]([F:23])=[C:19]([O:24][CH3:25])[CH:18]=3)[C:15]([S:26][CH2:27][C:28]3[C:29]([F:42])=[CH:30][C:31]([C:32]([OH:34])=[O:33])=[CH:39][C:40]=3[F:41])=[N:14][CH:13]=2)([CH3:11])[CH3:10])[CH:5]=[CH:6][C:7]=1[Cl:8]. The solvent is C(Cl)Cl (DCM), C(Cl)Cl (DCM). Reactants: ClC=1C=C(C=CC1Cl)C(C)(C)C1=CN=C(N1C1=CC(=C(C=C1)F)OC)SCC1=C(C=C(C(=O)OC(C)(C)C)C=C1F)F (tert-butyl 4-((5-(2-(3,4-dichlorophenyl)propan-2-yl)-1-(4-fluoro-3-methoxyphenyl)-1H-imidazol-2-ylthio)methyl)-3,5-difluorobenzoate), C(=O)(C(F)(F)F)O (TFA). Yields the product ClC=1C=C(C=CC1Cl)C(C)(C)C1=CN=C(N1C1=CC(=C(C=C1)F)OC)SCC1=C(C=C(C(=O)O)C=C1F)F (4-((5-(2-(3,4-dichlorophenyl)propan-2-yl)-1-(4-fluoro-3-methoxyphenyl)-1H-imidazol-2-ylthio)methyl)-3,5-difluorobenzoic acid). Run at time 40 minute. Starting materials: BrC(C=O)CC(C(=O)OCC)C(=O)OCC (α-bromo-γ,γ-dicarbethoxy-butyraldehyde), C(C)(=S)N (thioacetamide). The solvent is ClC(C)Cl (dichloroethane), ClC(C)Cl (dichloroethane). Product: CC=1SC(=CN1)CC(C(=O)OCC)C(=O)OCC (diethyl 2-(2-methyl-5-thiazolyl-methyl)-propanedioate). The yield is 112.8%. As a reaction SMILES: Br[CH:2]([CH2:5][CH:6]([C:12]([O:14][CH2:15][CH3:16])=[O:13])[C:7]([O:9][CH2:10][CH3:11])=[O:8])[CH:3]=O.[C:17]([NH2:20])(=[S:19])[CH3:18]>ClC(Cl)C>[CH3:18][C:17]1[S:19][C:2]([CH2:5][CH:6]([C:12]([O:14][CH2:15][CH3:16])=[O:13])[C:7]([O:9][CH2:10][CH3:11])=[O:8])=[CH:3][N:20]=1. Reported procedure: A mixture of 108 g of α-bromo-γ,γ-dicarbethoxy-butyraldehyde 300 ml of anhydrous dichloroethane and 27 g of thioacetamide was refluxed for 6 hours during which 200 ml of dichloroethane were slowly distilled and the same quantity of dichloroethane was added again to the mixture. The mixture was cooled to room temperature and 500 ml of ice water were added thereto. Concentrated ammonium hydroxide solution was added to the mixture to adjust the pH to 10-12 and the mixture was decanted. The aqueous ... Reactants: O=C1CC(C(=O)O)N(C(=O)OCc2ccccc2)C1, O, OCCO, c1ccccc1. Yields the product O=C(O)C1CC2(CN1C(=O)OCc1ccccc1)OCCO2. As a reaction SMILES: [C:1](=[O:2])([O:3][CH2:4][c:5]1[cH:6][cH:7][cH:8][cH:9][cH:10]1)[N:11]1[CH:12]([C:13](=[O:14])[OH:15])[CH2:16][C:17](=[O:19])[CH2:18]1.[OH2:30].[OH:20][CH2:21][CH2:22][OH:23].[cH:24]1[cH:25][cH:26][cH:27][cH:28][cH:29]1>>[C:1](=[O:2])([O:3][CH2:4][c:5]1[cH:6][cH:7][cH:8][cH:9][cH:10]1)[N:11]1[CH:12]([C:13](=[O:14])[OH:15])[CH2:16][C:17]2([CH2:18]1)[O:19][CH2:22][CH2:21][O:20]2. The reactants are CCOCC (Ether), BrCCCCBr (1,4-Dibromobutane), ClC=1C=C(C=CC1Cl)CC#N (3,4-dichlorophenylacetonitrile), [OH-].[Na+] (sodium hydroxide). The reagents and catalysts are [Cl-].C(C1=CC=CC=C1)[N+](CC)(CC)CC (benzyltriethylammonium chloride). Solvent: O (water). Conditions: time 2 hour. The product is ClC=1C=C(C=CC1Cl)C1(CCCC1)C#N (1-(3,4-dichlorophenyl)cyclopentanecarbonitrile). As a reaction SMILES: Br[CH2:2][CH2:3][CH2:4][CH2:5]Br.[Cl:7][C:8]1[CH:9]=[C:10]([CH2:15][C:16]#[N:17])[CH:11]=[CH:12][C:13]=1[Cl:14].[OH-].[Na+].CCOCC>[Cl-].C([N+](CC)(CC)CC)C1C=CC=CC=1.O>[Cl:7][C:8]1[CH:9]=[C:10]([C:15]2([C:16]#[N:17])[CH2:5][CH2:4][CH2:3][CH2:2]2)[CH:11]=[CH:12][C:13]=1[Cl:14] |f:2.3,5.6|. Procedure details: 1,4-Dibromobutane (106 ml) was added dropwise over 1 hour at 70°-80° C. under nitrogen to a stirred mixture of 3,4-dichlorophenylacetonitrile (150 g) , benzyltriethylammonium chloride (2 g) and 50% aqueous sodium hydroxide solution (300 ml). When the addition was complete the mixture was stirred at 70°-80° C. for 2 hours, then cooled to ambient temperature. Ether (400 ml) and water (200 ml) were added and the layers were separated. The aqueous layer was washed with ether (2×200 ml), then the com... Reactants: ON=C1CCC2(CC1)Cc1ccccc1C2, CC(=O)OC(C)=O, c1ccncc1. Yields the product O=C1CCC2(CC1)Cc1ccccc1C2. As a reaction SMILES: [CH2:1]1[c:2]2[cH:3][cH:4][cH:5][cH:6][c:7]2[CH2:8][C:9]12[CH2:10][CH2:11][C:12](=[N:15][OH:16])[CH2:13][CH2:14]2.[CH3:17][C:18](=[O:19])[O:20][C:21](=[O:22])[CH3:23].[cH:24]1[cH:25][cH:26][n:27][cH:28][cH:29]1>>[CH2:1]1[c:2]2[cH:3][cH:4][cH:5][cH:6][c:7]2[CH2:8][C:9]12[CH2:10][CH2:11][C:12](=[O:19])[CH2:13][CH2:14]2.